Dataset: the Open Reaction Database (ORD), a public repository of structured organic reaction records. Task: describe an organic reaction: reactants, conditions, products, and yield The reactants are NC1=C(C=CC=C1C(O)C1=CC=C(C=C1)Cl)CCO (2-amino-3-[(4-chlorophenyl)hydroxymethyl]benzene ethanol). Reagents/catalysts: [O-2].[O-2].[Mn+4] (manganese dioxide). Run in C1=CC=CC=C1 (benzene). Yields the product NC1=C(C=CC=C1CCO)C(=O)C1=CC=C(C=C1)Cl ([2-Amino-3-(2-hydroxyethyl)phenyl](4-chlorophenyl)methanone). The yield is 47.8%. As a reaction SMILES: [NH2:1][C:2]1[C:7]([CH:8]([C:10]2[CH:15]=[CH:14][C:13]([Cl:16])=[CH:12][CH:11]=2)[OH:9])=[CH:6][CH:5]=[CH:4][C:3]=1[CH2:17][CH2:18][OH:19]>[O-2].[O-2].[Mn+4].C1C=CC=CC=1>[NH2:1][C:2]1[C:3]([CH2:17][CH2:18][OH:19])=[CH:4][CH:5]=[CH:6][C:7]=1[C:8]([C:10]1[CH:11]=[CH:12][C:13]([Cl:16])=[CH:14][CH:15]=1)=[O:9] |f:1.2.3|. Procedure details: A mixture of 6.0 g (0.022 mole) of 2-amino-3-[(4-chlorophenyl)hydroxymethyl]benzene ethanol, 8.7 g (0.10 mole) of activated manganese dioxide and 250 ml of benzene was heated at reflux utilizing a Dean-Stark trap for 5 hours. The hot mixture obtained was filtered through Celite and the filtrate was concentrated to give a solid residue. This residue was recrystallized successively from carbon tetrachloride, cyclohexane and benzene, and 2-propanol to yield 2.9 g (48%) of the titled compound as a y... The reactants are CC1(CC=C(C=2C=C(C=CC12)C#CC1=CC=C(C(=O)OCC)C=C1)C=1SC=CN1)C (ethyl 4-[(7,8-dihydro-8,8-dimethyl-5-(2-thiazolyl)naphth-3-yl)ethynyl]benzoate), CC1(CC=C(C=2C=C(C=CC12)C#CC1=CC=C(C(=O)OCC)C=C1)C=1SC=CN1)C (ethyl 4-[(7,8-dihydro-8,8-dimethyl-5-(2-thiazolyl)naphth-3-yl)ethynyl]benzoate), LiOH-. The solvent is C1CCOC1.O (THF water). Yields the product CC1(CC=C(C=2C=C(C=CC12)C#CC1=CC=C(C(=O)O)C=C1)C=1SC=CN1)C (4-[(7,8-dihydro-8,8-dimethyl-5-(2-thiazolyl)naphth-3-yl)ethynyl]benzoic acid). Reaction SMILES: [CH3:1][C:2]1([CH3:30])[C:11]2[CH:10]=[CH:9][C:8]([C:12]#[C:13][C:14]3[CH:24]=[CH:23][C:17]([C:18]([O:20]CC)=[O:19])=[CH:16][CH:15]=3)=[CH:7][C:6]=2[C:5]([C:25]2[S:26][CH:27]=[CH:28][N:29]=2)=[CH:4][CH2:3]1>C1COCC1.O>[CH3:1][C:2]1([CH3:30])[C:11]2[CH:10]=[CH:9][C:8]([C:12]#[C:13][C:14]3[CH:24]=[CH:23][C:17]([C:18]([OH:20])=[O:19])=[CH:16][CH:15]=3)=[CH:7][C:6]=2[C:5]([C:25]2[S:26][CH:27]=[CH:28][N:29]=2)=[CH:4][CH2:3]1 |f:1.2|. Reported procedure: A solution of 33.9 mg (0.08 mmol) of ethyl 4-[(7,8-dihydro-8,8-dimethyl-5-(2-thiazolyl)naphth-3-yl)ethynyl]benzoate (Compound 67) and 8.5 mg (0.20 mmol) of LiOH--H2O in 3 ml of THF/water (3:1, v/v), was stirred overnight at room temperature. The reaction was quenched by the addition of sat. aqueous NH4Cl and extracted with EtOAc. The combined organic layers were washed with water and brine, dried over Na2SO4 and concentrated in vacuo to give the title compound as a colorless solid. Starting materials: CCCC(=O)O, [Cl-], NC(=O)C1c2ccccc2Oc2ccccc21. Yields the product CCCC(=O)NC(=O)C1c2ccccc2Oc2ccccc21. Reaction SMILES: [CH2:19]([CH2:20][CH3:21])[C:22](=[O:23])[OH:24].[Cl-:18].[cH:1]1[cH:2][cH:3][cH:4][c:5]2[c:14]1[CH:13]([C:15](=[O:16])[NH2:17])[c:12]1[c:7]([cH:8][cH:9][cH:10][cH:11]1)[O:6]2>>[cH:1]1[cH:2][cH:3][cH:4][c:5]2[c:14]1[CH:13]([C:15](=[O:16])[NH:17][C:22]([CH2:19][CH2:20][CH3:21])=[O:23])[c:12]1[c:7]([cH:8][cH:9][cH:10][cH:11]1)[O:6]2. Reactants: CO, CCOC(=O)CCCCCOc1c(OC)ccc2c(Nc3c(Cl)cncc3Cl)cc(=O)[nH]c12, [Li+], C1CCOC1, [OH-]. Product: COc1ccc2c(Nc3c(Cl)cncc3Cl)cc(=O)[nH]c2c1OCCCCCC(=O)O. Reaction SMILES: [CH3:36][OH:37].[Cl:3][c:4]1[cH:5][n:6][cH:7][c:8]([Cl:35])[c:9]1[NH:10][c:11]1[cH:12][c:13](=[O:34])[nH:14][c:15]2[c:16]([O:23][CH2:24][CH2:25][CH2:26][CH2:27][CH2:28][C:29](=[O:30])[O:31][CH2:32][CH3:33])[c:17]([O:21][CH3:22])[cH:18][cH:19][c:20]12.[Li+:1].[O:38]1[CH2:39][CH2:40][CH2:41][CH2:42]1.[OH-:2]>>[Cl:3][c:4]1[cH:5][n:6][cH:7][c:8]([Cl:35])[c:9]1[NH:10][c:11]1[cH:12][c:13](=[O:34])[nH:14][c:15]2[c:16]([O:23][CH2:24][CH2:25][CH2:26][CH2:27][CH2:28][C:29](=[O:30])[OH:31])[c:17]([O:21][CH3:22])[cH:18][cH:19][c:20]12.